From a dataset of the Open Reaction Database (ORD), a public repository of structured organic reaction records. describe an organic reaction: reactants, conditions, products, and yield Yields the product ClC1=CC=C(C=C1)[C@@H](CCNC)NC(=O)N1CC=2N=C(N=CC2CC1)NC(C)C ((R)—N-(1-(4-chlorophenyl)-3-(methylamino)propyl)-2-(isopropylamino)-5,6-dihydropyrido[3,4-d]pyrimidine-7(8H)-carboxamide). The reactants are [OH-].[K+] (KOH), N(=[N+]=[N-])CC[C@H](C1=CC=C(C=C1)Cl)NC(=O)N1CC=2N=C(N=CC2CC1)NC(C)C ((R)—N-(3-azido-1-(4-chlorophenyl)propyl)-2-(isopropylamino)-5,6-dihydropyrido[3,4-d]pyrimidine-7(8H)-carboxamide), C1=CC=C(C=C1)P(C2=CC=CC=C2)C3=CC=CC=C3 (PPh3), CI (MeI). Conditions: time 5 minute. Reaction SMILES: [CH:1]1C=CC(P(C2C=CC=CC=2)C2C=CC=CC=2)=CC=1.[N:20]([CH2:23][CH2:24][C@@H:25]([NH:33][C:34]([N:36]1[CH2:45][CH2:44][C:43]2[CH:42]=[N:41][C:40]([NH:46][CH:47]([CH3:49])[CH3:48])=[N:39][C:38]=2[CH2:37]1)=[O:35])[C:26]1[CH:31]=[CH:30][C:29]([Cl:32])=[CH:28][CH:27]=1)=[N+]=[N-].CI.[OH-].[K+]>C1COCC1.CO>[Cl:32][C:29]1[CH:30]=[CH:31][C:26]([C@H:25]([NH:33][C:34]([N:36]2[CH2:45][CH2:44][C:43]3[CH:42]=[N:41][C:40]([NH:46][CH:47]([CH3:49])[CH3:48])=[N:39][C:38]=3[CH2:37]2)=[O:35])[CH2:24][CH2:23][NH:20][CH3:1])=[CH:27][CH:28]=1 |f:3.4|. Run in CO (MeOH), C1CCOC1 (THF), C1CCOC1 (THF). Procedure details: A suspension of PS—PPh3 (278 mg, 2.28 mmol/g, 0.634 mmol) and THF (5 mL) was was allowed to stand for 5 min then a solution 332 (136 mg, 0.317 mmol) in THF (1 mL) was added. The suspension was stirred at RT for 4 h then MeI (0.0593 mL, 0.951 mmol) was added. The mixture was stirred at RT for 17 h, filtered through a fritted funnel and the resin washed with THF (5×10 mL) and DCM (5×10 mL). The resin was transferred to a pressure tube and suspended in MeOH (8 mL) and a solution of KOH (178 mg, 3.1... Starting materials: CC(=O)O, C, CCNC(=O)c1ccc(-n2nnc(C(=O)NC3CC3)c2CCOCc2ccccc2)cc1, CO, [Pd]. Yields the product CCNC(=O)c1ccc(-n2nnc(C(=O)NC3CC3)c2CCO)cc1. Reaction SMILES: [C:33]([OH:34])(=[O:35])[CH3:36].[C:39].[CH2:1]([c:2]1[cH:3][cH:4][cH:5][cH:6][cH:7]1)[O:8][CH2:9][CH2:10][c:11]1[c:12]([C:27](=[O:28])[NH:29][CH:30]2[CH2:31][CH2:32]2)[n:13][n:14][n:15]1-[c:16]1[cH:17][cH:18][c:19]([C:22](=[O:23])[NH:24][CH2:25][CH3:26])[cH:20][cH:21]1.[CH3:37][OH:38].[Pd:40]>>[OH:8][CH2:9][CH2:10][c:11]1[c:12]([C:27](=[O:28])[NH:29][CH:30]2[CH2:31][CH2:32]2)[n:13][n:14][n:15]1-[c:16]1[cH:17][cH:18][c:19]([C:22](=[O:23])[NH:24][CH2:25][CH3:26])[cH:20][cH:21]1.